From a dataset of the Open Reaction Database (ORD), a public repository of structured organic reaction records. describe an organic reaction: reactants, conditions, products, and yield Reaction SMILES: [C:18]([OH:19])(=[O:20])[CH3:21].[CH2:16]=[O:17].[CH2:22]([Cl:23])[CH2:24][Cl:25].[I:1][c:2]1[cH:3][cH:4][c:5]([C:8]2([C:14]#[N:15])[CH2:9][CH2:10][NH:11][CH2:12][CH2:13]2)[cH:6][cH:7]1.[OH2:26]>>[I:1][c:2]1[cH:3][cH:4][c:5]([C:8]2([C:14]#[N:15])[CH2:9][CH2:10][N:11]([CH3:18])[CH2:12][CH2:13]2)[cH:6][cH:7]1. The product is CN1CCC(C#N)(c2ccc(I)cc2)CC1. Reactants: CC(=O)O, C=O, ClCCCl, N#CC1(c2ccc(I)cc2)CCNCC1, O. Starting materials: BrC=1C=C2C(=NNC2=CC1)C=1N=NN(C1)C1=CC=C(C=C1)C(=O)N1CCOCC1 ({4-[4-(5-Bromo-1H-indazol-3-yl)-[1,2,3]triazol-1-yl]-phenyl}-morpholin-4-yl-methanone), C(C1=CC=CC=C1)N1CCC(=CC1)B1OC(C(O1)(C)C)(C)C (1-Benzyl-4-(4,4,5,5-tetramethyl-[1,3,2]dioxaborolan-2-yl)-1,2,3,6-tetrahydro-pyridine), Cl (hydrochloride), Pd2Cl2(PPh3)2, C([O-])([O-])=O.[K+].[K+] (potassium carbonate). Run in O1CCOCC1 (dioxane), O (water). Conditions: temperature 150 celsius. Product: C(C1=CC=CC=C1)N1CCC(=CC1)C=1C=C2C(=NNC2=CC1)C=1N=NN(C1)C1=CC=C(C=C1)C(=O)N1CCOCC1 (5-(1-benzyl-1,2,3,6-tetrahydropyridin-4-yl)-3-{1-[4-(morpholin-4-ylcarbonyl)phenyl]-1H-1,2,3-triazol-4-yl}-1H-indazole). Reaction SMILES: Br[C:2]1[CH:3]=[C:4]2[C:8](=[CH:9][CH:10]=1)[NH:7][N:6]=[C:5]2[C:11]1[N:12]=[N:13][N:14]([C:16]2[CH:21]=[CH:20][C:19]([C:22]([N:24]3[CH2:29][CH2:28][O:27][CH2:26][CH2:25]3)=[O:23])=[CH:18][CH:17]=2)[CH:15]=1.[CH2:30]([N:37]1[CH2:42][CH:41]=[C:40](B2OC(C)(C)C(C)(C)O2)[CH2:39][CH2:38]1)[C:31]1[CH:36]=[CH:35][CH:34]=[CH:33][CH:32]=1.Cl.C(=O)([O-])[O-].[K+].[K+]>O1CCOCC1.O>[CH2:30]([N:37]1[CH2:38][CH:39]=[C:40]([C:2]2[CH:3]=[C:4]3[C:8](=[CH:9][CH:10]=2)[NH:7][N:6]=[C:5]3[C:11]2[N:12]=[N:13][N:14]([C:16]3[CH:21]=[CH:20][C:19]([C:22]([N:24]4[CH2:25][CH2:26][O:27][CH2:28][CH2:29]4)=[O:23])=[CH:18][CH:17]=3)[CH:15]=2)[CH2:41][CH2:42]1)[C:31]1[CH:36]=[CH:35][CH:34]=[CH:33][CH:32]=1 |f:3.4.5|. Procedure details: A suspension of {4-[4-(5-Bromo-1H-indazol-3-yl)-[1,2,3]triazol-1-yl]-phenyl}-morpholin-4-yl-methanone (100 mg; 0.22 mmol; 1.0 eq.), 1-Benzyl-4-(4,4,5,5-tetramethyl-[1,3,2]dioxaborolan-2-yl)-1,2,3,6-tetrahydro-pyridine; hydrochloride (J&W Pharm Lab, 222 mg; 0.66 mmol; 3.00 eq.), Pd2Cl2(PPh3)2(15 mg; 0.02 mmol; 0.1 eq.), potassium carbonate (91 mg; 0.66 mmol; 3.0 eq.) in dioxane (2 mL) and water (1 mL) was degassed with nitrogen flow and heated in MW at 150° C. for 10 min. The reaction mixture was...